Dataset: the Open Reaction Database (ORD), a public repository of structured organic reaction records. Task: describe an organic reaction: reactants, conditions, products, and yield Procedure details: By a method similar to that in Reference Example 45, and using, instead of ethyl 6-cyano-4-oxo-3,4-dihydroquinazoline-2-carboxylate, ethyl 5-methyl-4-oxo-3,4-dihydrothieno[2,3-d]pyrimidine-2-carboxylate obtained according to the method described in U.S. Pat. No. 4,054,656 and using, instead of 3-(aminomethyl)aniline, 1,1-dimethylethyl {[3-(aminomethyl)phenyl]methyl}carbamate, the title compound was obtained as a white powder (2.11 g, 82%). Product: CC1=CSC=2N=C(NC(C21)=O)C(=O)NCC=2C=C(C=CC2)CNC(OC(C)(C)C)=O (1,1-dimethylethyl {[3-({[(5-methyl-4-oxo-3,4-dihydrothieno[2,3-d]pyrimidin-2-yl)carbonyl]amino}methyl)phenyl]methyl}carbamate), powder. Reaction SMILES: C(C1C=C2C(=CC=1)N=C(C(OCC)=O)NC2=O)#N.[CH3:19][C:20]1[C:28]2[C:27](=[O:29])[NH:26][C:25]([C:30]([O:32]CC)=O)=[N:24][C:23]=2[S:22][CH:21]=1.NCC1C=C(C=CC=1)N.[NH2:44][CH2:45][C:46]1[CH:47]=[C:48]([CH2:52][NH:53][C:54](=[O:60])[O:55][C:56]([CH3:59])([CH3:58])[CH3:57])[CH:49]=[CH:50][CH:51]=1>>[CH3:19][C:20]1[C:28]2[C:27](=[O:29])[NH:26][C:25]([C:30]([NH:44][CH2:45][C:46]3[CH:47]=[C:48]([CH2:52][NH:53][C:54](=[O:60])[O:55][C:56]([CH3:58])([CH3:57])[CH3:59])[CH:49]=[CH:50][CH:51]=3)=[O:32])=[N:24][C:23]=2[S:22][CH:21]=1. The reactants are NCC=1C=C(N)C=CC1 (3-(aminomethyl)aniline), NCC=1C=C(C=CC1)CNC(OC(C)(C)C)=O (1,1-dimethylethyl {[3-(aminomethyl)phenyl]methyl}carbamate), C(#N)C=1C=C2C(NC(=NC2=CC1)C(=O)OCC)=O (ethyl 6-cyano-4-oxo-3,4-dihydroquinazoline-2-carboxylate), CC1=CSC=2N=C(NC(C21)=O)C(=O)OCC (ethyl 5-methyl-4-oxo-3,4-dihydrothieno[2,3-d]pyrimidine-2-carboxylate). The yield is 82.0%. Starting materials: [Li]CCCC, CCCCNCCCC, CC(C)CCCC(C)CCCC(C)(O)C1CO1, C1CCOC1. Yields the product CCCCN(CCCC)CC(O)C(C)(O)CCCC(C)CCCC(C)C. Reaction SMILES: [CH2:1]([Li:2])[CH2:3][CH2:4][CH3:5].[CH2:6]([CH2:7][CH2:8][CH3:9])[NH:10][CH2:11][CH2:12][CH2:13][CH3:14].[O:15]1[CH2:16][CH:17]1[C:18]([CH2:19][CH2:20][CH2:21][CH:22]([CH2:23][CH2:24][CH2:25][CH:26]([CH3:27])[CH3:28])[CH3:29])([OH:30])[CH3:31].[O:32]1[CH2:33][CH2:34][CH2:35][CH2:36]1>>[CH2:6]([CH2:7][CH2:8][CH3:9])[N:10]([CH2:11][CH2:12][CH2:13][CH3:14])[CH2:16][CH:17]([OH:15])[C:18]([CH2:19][CH2:20][CH2:21][CH:22]([CH2:23][CH2:24][CH2:25][CH:26]([CH3:27])[CH3:28])[CH3:29])([OH:30])[CH3:31].